Dataset: the Open Reaction Database (ORD), a public repository of structured organic reaction records. Task: describe an organic reaction: reactants, conditions, products, and yield The reactants are CS(=O)(=O)O (methanesulfonic acid), COC(CNC(C1=CC=C(C=C1)I)=O)OC (N-(2,2-Dimethoxyethyl)-4-iodobenzamide), O=P12OP3(=O)OP(=O)(O1)OP(=O)(O2)O3 (phosphorus pentoxide), [OH-].[Na+] (sodium hydroxide), CS(=O)(=O)OC (methyl methanesulfonate), Cl (hydrochloric acid). Solvent: O (water), O1CCCC1 (tetrahydrofuran). Conditions: temperature 140 celsius. Product: IC1=CC=C(C=C1)C=1OC=CN1 (2-(4-Iodophenyl) oxazole). RXN SMILES: CS(O)(=O)=O.CO[CH:8]([O:20]C)[CH2:9][NH:10][C:11](=O)[C:12]1[CH:17]=[CH:16][C:15]([I:18])=[CH:14][CH:13]=1.O=P12OP3(OP(OP(O3)(O1)=O)(=O)O2)=O.[OH-].[Na+].CS(OC)(=O)=O.Cl>O1CCCC1.O>[I:18][C:15]1[CH:14]=[CH:13][C:12]([C:11]2[O:20][CH:8]=[CH:9][N:10]=2)=[CH:17][CH:16]=1 |f:3.4|. Procedure: Under an inert atmosphere, methanesulfonic acid (141 g, 1.46 mol) was added to a mixture of amide acetal (25 g, 74.6 mmol) and phosphorus pentoxide (25 g, 176 mmol). The reaction mixture was heated at 140° C. for about 12 hours. The reaction mixture was cooled to 0° C. and 150 mL of water was added while maintaining the reaction temperature below 40° C. The pH of the reaction mixture was adjusted to 12.5-13 with 50% sodium hydroxide and the reaction mixture was heated at ca. 45° C. to hydrolyze ... The reactants are [Li]CCCC (n-BuLi), ClC1=CC(=CC=C1)OCOC (1-chloro-3-(methoxymethoxy)benzene), CC(=O)OC(=O)C (Ac2O). Solvent: C1CCOC1 (THF). Run at temperature -75 celsius, time 30 minute. Product: ClC1=C(C(=CC=C1)OCOC)C(C)=O (1-(2-chloro-6-(methoxymethoxy)phenyl)-ethanone). RXN SMILES: [Cl:1][C:2]1[CH:7]=[CH:6][CH:5]=[C:4]([O:8][CH2:9][O:10][CH3:11])[CH:3]=1.[Li]CCCC.[CH3:17][C:18](OC(C)=O)=[O:19]>C1COCC1>[Cl:1][C:2]1[CH:7]=[CH:6][CH:5]=[C:4]([O:8][CH2:9][O:10][CH3:11])[C:3]=1[C:18](=[O:19])[CH3:17]. Procedure: To a solution of 1-chloro-3-(methoxymethoxy)benzene (24 g, 136.74 mmol, 1.00 equiv, 98%) in THF (240 mL) was added TMP (21 g, 150.00 mmol, 1.10 equiv). To the above solution was added n-BuLi (61 mL, 1.10 equiv, 2.5 mol/L) dropwise with stirring at −75° C. over 30 min. After stirring for 2 h at −75° C., the resulting mixture was reacted with Ac2O (15.5 g, 148.92 mmol, 1.10 equiv, 98%) via dropwise addition with stirring at −75° C. over 30 min. The mixture was stirred for additional 30 min at room...